Dataset: the Open Reaction Database (ORD), a public repository of structured organic reaction records. Task: describe an organic reaction: reactants, conditions, products, and yield Starting materials: C(C)(C)(C)OC(NC1=C(C=C(C=C1)C1=CC=C(C=C1)F)N)=O ((3-amino-4′-fluoro-biphenyl-4-yl)-carbamic acid tert.-butyl ester), N1(C=NC=C1)C=1C=C(C=CC1)C1=CC(OC(O1)(C)C)=O (6-(3-imidazol-1-yl-phenyl)-2,2-dimethyl-[1,3]dioxin-4-one). Yields the product C(C)(C)(C)OC(NC1=C(C=C(C=C1)C1=CC=C(C=C1)F)NC(CC(=O)C1=CC(=CC=C1)N1C=NC=C1)=O)=O ({4′-Fluoro-3-[3-(3-imidazol-1-yl-phenyl)-3-oxo-propionylamino]-biphenyl-4-yl}-carbamic acid tert.-butyl ester). Reaction SMILES: [C:1]([O:5][C:6](=[O:22])[NH:7][C:8]1[CH:13]=[CH:12][C:11]([C:14]2[CH:19]=[CH:18][C:17]([F:20])=[CH:16][CH:15]=2)=[CH:10][C:9]=1[NH2:21])([CH3:4])([CH3:3])[CH3:2].[N:23]1([C:28]2[CH:29]=[C:30]([C:34]3[O:39]C(C)(C)[O:37][C:36](=O)[CH:35]=3)[CH:31]=[CH:32][CH:33]=2)[CH:27]=[CH:26][N:25]=[CH:24]1>>[C:1]([O:5][C:6](=[O:22])[NH:7][C:8]1[CH:13]=[CH:12][C:11]([C:14]2[CH:15]=[CH:16][C:17]([F:20])=[CH:18][CH:19]=2)=[CH:10][C:9]=1[NH:21][C:36](=[O:37])[CH2:35][C:34]([C:30]1[CH:31]=[CH:32][CH:33]=[C:28]([N:23]2[CH:27]=[CH:26][N:25]=[CH:24]2)[CH:29]=1)=[O:39])([CH3:4])([CH3:2])[CH3:3]. Procedure details: Prepared from (3-amino-4′-fluoro-biphenyl-4-yl)-carbamic acid tert.-butyl ester (Example G39) and 6-(3-imidazol-1-yl-phenyl)-2,2-dimethyl-[1,3]dioxin-4-one (Example J10) according to the general procedure K. Obtained as a light yellow solid (489 mg). Reactants: BrC=1C=C(C(=NC1OC)NC)[N+](=O)[O-] (5-Bromo-6-methoxy-N-methyl-3-nitropyridin-2-amine), [H][H] (hydrogen), ClC1=C(C(=CC=C1)Cl)N=C=S (1,3-dichloro-2-isothiocyanatobenzene). Reagents/catalysts: [Ni] (Raney nickel). Run in C1CCOC1 (THF), C1CCOC1 (THF). Reaction conditions: time 8 hour. Product: BrC=1C=C(C(=NC1OC)NC)NC(=S)NC1=C(C=CC=C1Cl)Cl (1-(5-Bromo-6-methoxy-2-(methylamino)-pyridin-3-yl)-3-(2,6-dichloro-phenyl)-thiourea). RXN SMILES: [Br:1][C:2]1[CH:3]=[C:4]([N+:12]([O-])=O)[C:5]([NH:10][CH3:11])=[N:6][C:7]=1[O:8][CH3:9].[H][H].[Cl:17][C:18]1[CH:23]=[CH:22][CH:21]=[C:20]([Cl:24])[C:19]=1[N:25]=[C:26]=[S:27]>C1COCC1.[Ni]>[Br:1][C:2]1[CH:3]=[C:4]([NH:12][C:26]([NH:25][C:19]2[C:20]([Cl:24])=[CH:21][CH:22]=[CH:23][C:18]=2[Cl:17])=[S:27])[C:5]([NH:10][CH3:11])=[N:6][C:7]=1[O:8][CH3:9]. Reported procedure: 5-Bromo-6-methoxy-N-methyl-3-nitropyridin-2-amine (0.5 g, 1.9 mmol) in THF was combined with Raney nickel (70 mg) and hydrogenated in a Parr apparatus at ambient temperature for 10 h at 3.5 bar hydrogen pressure. Then the mixture was directly filtered into a mixture of 1,3-dichloro-2-isothiocyanatobenzene (0.39 g, 1.9 mmol) in THF and stirred overnight at ambient temperature. The solvent was removed i. vac. and the residue was purified by HPLC (C18 Symmetry, 8 μm, eluent: H2O+0.15% HCOOH+15-100%... Reactants: CCC(=O)Cl, ClCCl, CCCc1c(C(=O)NC2CC2)nnn1-c1ccc(N)cc1. Yields the product CCCc1c(C(=O)NC2CC2)nnn1-c1ccc(NC(=O)CC)cc1. Reaction SMILES: [C:22]([CH2:23][CH3:24])(=[O:25])[Cl:26].[Cl:27][CH2:28][Cl:29].[NH2:1][c:2]1[cH:3][cH:4][c:5](-[n:8]2[n:9][n:10][c:11]([C:16](=[O:17])[NH:18][CH:19]3[CH2:20][CH2:21]3)[c:12]2[CH2:13][CH2:14][CH3:15])[cH:6][cH:7]1>>[NH:1]([c:2]1[cH:3][cH:4][c:5](-[n:8]2[n:9][n:10][c:11]([C:16](=[O:17])[NH:18][CH:19]3[CH2:20][CH2:21]3)[c:12]2[CH2:13][CH2:14][CH3:15])[cH:6][cH:7]1)[C:22]([CH2:23][CH3:24])=[O:25]. The reactants are O[C@H]1CC(NC1)=O ((S)-4-hydroxypyrrolidin-2-one), O1CCCC=C1 (3,4-dihydro-2H-pyrane), C1(=CC=C(C=C1)S(=O)(=O)[O-])C.[NH+]1=CC=CC=C1 (pyridinium p-toluenesulfonate). Solvent: ClCCl (dichloromethane), C(C)OCC (diethyl ether). Reaction conditions: time 18 hour. The product is O=C1OCCC(C1)O[C@H]1CC(NC1)=O ((4S)-4-(2-oxotetrahydro-2H-pyran-4-yloxy)pyrrolidin-2-one). The yield is 608.5%. Reaction SMILES: [OH:1][C@@H:2]1[CH2:6][NH:5][C:4](=[O:7])[CH2:3]1.[O:8]1[CH:13]=[CH:12][CH2:11][CH2:10][CH2:9]1.C1(C)C=CC(S([O-])(=O)=[O:21])=CC=1.[NH+]1C=CC=CC=1>ClCCl.C(OCC)C>[O:21]=[C:13]1[CH2:12][CH:11]([O:1][C@@H:2]2[CH2:6][NH:5][C:4](=[O:7])[CH2:3]2)[CH2:10][CH2:9][O:8]1 |f:2.3|. Procedure: To a solution of (S)-4-hydroxypyrrolidin-2-one (1.00 g, 9.89 mmol) in anhydrous dichloromethane (40 mL) was added 3,4-dihydro-2H-pyrane (1.35 mL, 14.84 mmol) and pyridinium p-toluenesulfonate (0.25 g, 0.99 mmol). The reaction mixture was stirred at ambient temperature for 18 hours, diluted with diethyl ether (100 mL) and washed with brine (25 mL). The organic layer was dried over anhydrous sodium sulfate, filtered and concentrated to afford (4S)-4-(2-oxotetrahydro-2H-pyran-4-yloxy)pyrrolidin-2-o... The reactants are C([O-])([O-])=O.[Ca+2] (calcium carbonate), C(C1=CC=CC=C1)(=O)C1=CC(=CC=2C=COC21)CC(=O)[O-].[K+] (potassium 7-benzoylbenzofuran-5-ylacetate), C(C1=CC=CC=C1)(=O)C1=CC(=CC=2C=COC21)CC(=O)[O-].[K+] (potassium 7-benzoylbenzofuran-5-ylacetate), C(C1=CC=CC=C1)(=O)C1=CC(=CC=2C=COC21)CC(=O)O (7-benzoylbenzofuran-5-ylacetic acid), [OH-].[K+] (potassium hydroxide), solution, [Cl-].[NH4+] (ammonium chloride), [Ca] (calcium), solid, C([O-])([O-])=O.[Ca+2] (calcium carbonate). Solvent: Cl (hydrochloric acid), O (water), CO (methanol). The product is C(C1=CC=CC=C1)(=O)C1=CC(=CC=2C=COC21)CC(=O)[O-].[Ca+2].C(C2=CC=CC=C2)(=O)C2=CC(=CC=1C=COC12)CC(=O)[O-] (calcium 7-benzoylbenzofuran-5-ylacetate). RXN SMILES: [C:1]([C:9]1[C:17]2[O:16][CH:15]=[CH:14][C:13]=2[CH:12]=[C:11]([CH2:18][C:19]([OH:21])=[O:20])[CH:10]=1)(=[O:8])[C:2]1[CH:7]=[CH:6][CH:5]=[CH:4][CH:3]=1.[OH-].[K+].[C:24]([C:32]1[C:40]2[O:39][CH:38]=[CH:37][C:36]=2[CH:35]=[C:34]([CH2:41][C:42]([O-:44])=[O:43])[CH:33]=1)(=[O:31])[C:25]1[CH:30]=[CH:29][CH:28]=[CH:27][CH:26]=1.[K+].C(=O)([O-])[O-].[Ca+2:50].[Cl-].[NH4+].[Ca]>CO.Cl.O>[C:1]([C:9]1[C:17]2[O:16][CH:15]=[CH:14][C:13]=2[CH:12]=[C:11]([CH2:18][C:19]([O-:21])=[O:20])[CH:10]=1)(=[O:8])[C:2]1[CH:3]=[CH:4][CH:5]=[CH:6][CH:7]=1.[Ca+2:50].[C:24]([C:32]1[C:40]2[O:39][CH:38]=[CH:37][C:36]=2[CH:35]=[C:34]([CH2:41][C:42]([O-:44])=[O:43])[CH:33]=1)(=[O:31])[C:25]1[CH:26]=[CH:27][CH:28]=[CH:29][CH:30]=1 |f:1.2,3.4,5.6,7.8,13.14.15|. Procedure: To a solution of 200 mg of 7-benzoylbenzofuran-5-ylacetic acid in 5 ml of methanol is added a 1 molar equivalent of potassium hydroxide in the form of a 0.1N solution, thus, yielding a solution containing potassium 7-benzoylbenzofuran-5-ylacetate. A solution of 60 mg of calcium carbonate dissolved in the minimum amount of 1N hydrochloric acid necessary to effect solution of the calcium carbonate is buffered with 150 mg of solid ammonium chloride followed by the addition of 5 ml of water. The thu... Starting materials: CCO, ClC(Cl)Cl, Cl, O=S(=O)([O-])[O-], O, OO, O=C1C(=Cc2ccncc2)CCc2ccccc21. Product: O=C1c2ccccc2CCC12OC2c1ccncc1. Reaction SMILES: [CH3:28][CH2:29][OH:30].[CH:31]([Cl:32])([Cl:33])[Cl:34].[ClH:26].[O-:21][S:22](=[O:23])(=[O:24])[O-:25].[OH2:27].[OH:19][OH:20].[n:1]1[cH:2][cH:3][c:4]([CH:7]=[C:8]2[C:9](=[O:18])[c:10]3[cH:11][cH:12][cH:13][cH:14][c:15]3[CH2:16][CH2:17]2)[cH:5][cH:6]1>>[n:1]1[cH:2][cH:3][c:4]([CH:7]2[C:8]3([C:9](=[O:18])[c:10]4[cH:11][cH:12][cH:13][cH:14][c:15]4[CH2:16][CH2:17]3)[O:21]2)[cH:5][cH:6]1. Starting materials: Nc1ccccc1-c1ccc(Br)cc1, C1CCC2=NCCCN2CC1, CC(C)S(=O)(=O)Cl, ClCCl. Yields the product CC(C)S(=O)(=O)Nc1ccccc1-c1ccc(Br)cc1. As a reaction SMILES: [Br:1][c:2]1[cH:3][cH:4][c:5](-[c:8]2[c:9]([NH2:14])[cH:10][cH:11][cH:12][cH:13]2)[cH:6][cH:7]1.[CH2:15]1[CH2:16][CH2:17][C:18]2=[N:23][CH2:22][CH2:21][CH2:20][N:19]2[CH2:24][CH2:25]1.[CH:26]([CH3:27])([CH3:28])[S:29](=[O:30])(=[O:31])[Cl:32].[Cl:33][CH2:34][Cl:35]>>[Br:1][c:2]1[cH:3][cH:4][c:5](-[c:8]2[c:9]([NH:14][S:29]([CH:26]([CH3:27])[CH3:28])(=[O:30])=[O:31])[cH:10][cH:11][cH:12][cH:13]2)[cH:6][cH:7]1.